From a dataset of the Open Reaction Database (ORD), a public repository of structured organic reaction records. describe an organic reaction: reactants, conditions, products, and yield Reactants: C(C)[C@]12[C@H](CC[C@H]2[C@H]2[C@H](CC1)C=1C=CC(=CC1CC2)OC)O (13-ethyl-3-methoxygona-1,3,5(10)-trien-17β-ol), [H-].[Na+] (sodium hydride), C(C)I (ethyl iodide). The solvent is C=1(C(=CC=CC1)C)C (xylene). Product: C(C)O[C@H]1CC[C@H]2[C@H]3[C@H](CC[C@]12CC)C=1C=CC(=CC1CC3)OC (17β-ethoxy-13-ethyl-3-methoxygona-1,3,5(10)-triene). Reaction SMILES: [CH2:1]([C@:3]12[CH2:11][CH2:10][C@@H:9]3[C:12]4[CH:13]=[CH:14][C:15]([O:20][CH3:21])=[CH:16][C:17]=4[CH2:18][CH2:19][C@H:8]3[C@@H:7]1[CH2:6][CH2:5][C@@H:4]2[OH:22])[CH3:2].[H-].[Na+].[CH2:25](I)[CH3:26]>C1(C)C(C)=CC=CC=1>[CH2:25]([O:22][C@@H:4]1[C@:3]2([CH2:1][CH3:2])[C@H:7]([C@@H:8]3[CH2:19][CH2:18][C:17]4[CH:16]=[C:15]([O:20][CH3:21])[CH:14]=[CH:13][C:12]=4[C@H:9]3[CH2:10][CH2:11]2)[CH2:6][CH2:5]1)[CH3:26] |f:1.2|. Procedure: Reflux a suspension of 5.0 g. of dl-13-ethyl-3-methoxygona-1,3,5(10)-trien-17β-ol and 3.83 g. of sodium hydride (50% in oil) for 1.5 hours in xylene (100 ml). Add 14.5 ml. of ethyl iodide and reflux for 22 hours. Acidify with 2N hydrochloric acid and extract the material with benzene. Chromatograph the residue on alumina (Grade I neutral). Elute the product with benzene-ether (1:1). Recrystallize the product from 60 ml. of methanol to obtain dl-17β-ethoxy-13-ethyl-3-methoxygona-1,3,5(10)-triene ... Reactants: [Br-], CS(C)=O, OCC1CC1, CC(Cc1ccc2c(c1)OC(C(=O)O)(C(=O)O)O2)NCC(O)c1cccc(Cl)c1, [K+]. The product is CC(Cc1ccc2c(c1)OC(C(=O)O)(C(=O)OCC1CC1)O2)NCC(O)c1cccc(Cl)c1. Reaction SMILES: [Br-:35].[CH3:37][S:38]([CH3:39])=[O:40].[CH:30]1([CH2:33][OH:34])[CH2:31][CH2:32]1.[Cl:1][c:2]1[cH:3][c:4]([CH:8]([CH2:9][NH:10][CH:11]([CH2:12][c:13]2[cH:14][c:15]3[c:16]([cH:26][cH:27]2)[O:17][C:18]([C:20](=[O:21])[OH:22])([C:23](=[O:24])[OH:25])[O:19]3)[CH3:28])[OH:29])[cH:5][cH:6][cH:7]1.[K+:36]>>[Cl:1][c:2]1[cH:3][c:4]([CH:8]([CH2:9][NH:10][CH:11]([CH2:12][c:13]2[cH:14][c:15]3[c:16]([cH:26][cH:27]2)[O:17][C:18]([C:20](=[O:21])[OH:22])([C:23]([O:24][CH2:33][CH:30]2[CH2:31][CH2:32]2)=[O:25])[O:19]3)[CH3:28])[OH:29])[cH:5][cH:6][cH:7]1. The reactants are C(C)(C)(C)C1=CC=C(C(=O)NC=2C=CC(=NC2)C2=CC=C3CN(C(C3=C2)=O)[C@H](C(=O)O)C(C)C)C=C1 ((S)-2-(6-(5-(4-tert-Butylbenzamido)pyridin-2-yl)-1-oxoisoindolin-2-yl)-3-methyl butanoic acid), C(CCC)OC1=CC=C(C(=O)NC2=CC(=C(C=C2)C2=CC=C3CN(C(C3=C2)=O)[C@H](C(=O)OC)C(C)C)OC)C=C1 ((S)-Methyl 2-(6-(4-(4-butoxybenzamido)-2-methoxyphenyl)-1-oxoisoindolin-2-yl)-3-methylbutanoate). The product is C(CCC)OC1=CC=C(C(=O)NC2=CC(=C(C=C2)C2=CC=C3CN(C(C3=C2)=O)[C@H](C(=O)O)C(C)C)OC)C=C1 ((S)-2-(6-(4-(4-Butoxybenzamido)-2-methoxyphenyl)-1-oxoisoindolin-2-yl)-3-methylbutanoic acid). The yield is 72.0%. As a reaction SMILES: C(C1C=CC(C(NC2C=CC(C3C=C4C(CN([C@@H](C(C)C)C(O)=O)C4=O)=CC=3)=NC=2)=O)=CC=1)(C)(C)C.[CH2:37]([O:41][C:42]1[CH:76]=[CH:75][C:45]([C:46]([NH:48][C:49]2[CH:54]=[CH:53][C:52]([C:55]3[CH:63]=[C:62]4[C:58]([CH2:59][N:60]([C@@H:65]([CH:70]([CH3:72])[CH3:71])[C:66]([O:68]C)=[O:67])[C:61]4=[O:64])=[CH:57][CH:56]=3)=[C:51]([O:73][CH3:74])[CH:50]=2)=[O:47])=[CH:44][CH:43]=1)[CH2:38][CH2:39][CH3:40]>>[CH2:37]([O:41][C:42]1[CH:76]=[CH:75][C:45]([C:46]([NH:48][C:49]2[CH:54]=[CH:53][C:52]([C:55]3[CH:63]=[C:62]4[C:58]([CH2:59][N:60]([C@@H:65]([CH:70]([CH3:71])[CH3:72])[C:66]([OH:68])=[O:67])[C:61]4=[O:64])=[CH:57][CH:56]=3)=[C:51]([O:73][CH3:74])[CH:50]=2)=[O:47])=[CH:44][CH:43]=1)[CH2:38][CH2:39][CH3:40]. Procedure: The compound of example 460 was prepared analogous to the compound of example 404 by hydrolysis of the compound of example 459. Starting materials: C=CCc1cc(Cl)cc(C(=O)OC)c1O, [O-][I+3]([O-])([O-])[O-], [Na+], O. Yields the product COC(=O)c1cc(Cl)cc(CC=O)c1O. Reaction SMILES: [Cl:1][c:2]1[cH:3][c:4]([CH2:13][CH:14]=[CH2:15])[c:5]([OH:12])[c:6]([C:7](=[O:8])[O:9][CH3:10])[cH:11]1.[I+3:16]([O-:17])([O-:18])([O-:19])[O-:20].[Na+:21].[OH2:22]>>[Cl:1][c:2]1[cH:3][c:4]([CH2:13][CH:14]=[O:17])[c:5]([OH:12])[c:6]([C:7](=[O:8])[O:9][CH3:10])[cH:11]1. Reactants: crude title compound 1H, FC(CCC(C#N)NC(C)C1=CC=CC=C1)(F)F (5,5,5-Trifluoro-2-(1-phenylethylamino)pentanenitrile), N (ammonia), S(O)(O)(=O)=O (sulfuric acid), ice, (CONH2)CH(NH). The solvent is ClCCl (dichloromethane). Run at temperature -2.5 celsius. Yields the product FC(CCC(C(=O)N)NC(C)C1=CC=CC=C1)(F)F (5,5,5-Trifluoro-2-(1-phenylethylamino)pentanamide). As a reaction SMILES: [F:1][C:2]([F:18])([F:17])[CH2:3][CH2:4][CH:5]([NH:8][CH:9]([C:11]1[CH:16]=[CH:15][CH:14]=[CH:13][CH:12]=1)[CH3:10])[C:6]#[N:7].S(=O)(=O)(O)[OH:20].N>ClCCl>[F:1][C:2]([F:17])([F:18])[CH2:3][CH2:4][CH:5]([NH:8][CH:9]([C:11]1[CH:12]=[CH:13][CH:14]=[CH:15][CH:16]=1)[CH3:10])[C:6]([NH2:7])=[O:20]. Procedure: 5,5,5-Trifluoro-2-(1-phenylethylamino)pentanenitrile (crude mixture of diastereomers from Step B, 1.10 kg) was dissolved in dichloromethane (5.5 L) in a suitable vessel equipped with mechanical stirring, ice bath for cooling and maintained under a blanket of nitrogen. Stirring was started and the reaction mixture was cooled to 0 to −5° C. Concentrated sulfuric acid (1.75 L) was added dropwise over a period of 1 hour into the above mixture, maintaining the temperature below 0° C.; a clear solutio... Starting materials: S(=O)(=O)(C1=CC=C(C)C=C1)OC=1C=NC(=CC1)COC(C)=O (3-tosyloxy-6-acetoxymethylpyridine), [OH-].[Na+] (NaOH), Cl (HCl). Solvent: C(C)(=O)OCC (ethyl acetate), O (water). Yields the product OC=1C=CC(=NC1)CO (5-hydroxy-2-hydroxymethylpyridine). The yield is 81.0%. Reaction SMILES: S([O:11][C:12]1[CH:13]=[N:14][C:15]([CH2:18][O:19]C(=O)C)=[CH:16][CH:17]=1)(C1C=CC(C)=CC=1)(=O)=O.[OH-].[Na+].Cl>O.C(OCC)(=O)C>[OH:11][C:12]1[CH:17]=[CH:16][C:15]([CH2:18][OH:19])=[N:14][CH:13]=1 |f:1.2|. Procedure: A mixture of 3-tosyloxy-6-acetoxymethylpyridine (50 g, 0.148 mol) and NaOH (25 g, 0.62 mol) in 150 mL of water was refluxed for 15 h. The reaction mixture was cooled to RT and neutralized with con. HCl. The solvent was evaporated under vacuum affording a solid residue, which was suspended in ethyl acetate (750 mL) and heated to 60° C. for 30 min. with stirring. The suspended material was filtered off and the filtrate was concentrated to give 5-hydroxy-2-hydroxymethylpyridine (15 g, 80%) as a pal... Starting materials: BrC=1C=C(C=CC1C(F)(F)F)C=1N=C2N(N=C(C=C2)OCC)C1 (2-(3-bromo-4-(trifluoromethyl)phenyl)-6-ethoxyimidazo[1,2-b]pyridazine), [Br-].N1=C(C=CC=C1)[Zn+] (pyridin-2-ylzinc(II) bromide). Reagents/catalysts: C1=CC=C(C=C1)P([C-]2C=CC=C2)C3=CC=CC=C3.C1=CC=C(C=C1)P([C-]2C=CC=C2)C3=CC=CC=C3.Cl[Pd]Cl.[Fe+2] (Pd(dppf)Cl2). The solvent is C1CCOC1 (THF). Run at temperature 60 celsius. Product: C(C)OC=1C=CC=2N(N1)C=C(N2)C2=CC(=C(C=C2)C(F)(F)F)C2=NC=CC=C2 (6-ethoxy-2-(3-(pyridin-2-yl)-4-(trifluoromethyl)phenyl)imidazo[1,2-b]pyridazine). The yield is 8.8%. RXN SMILES: Br[C:2]1[CH:3]=[C:4]([C:12]2[N:13]=[C:14]3[CH:19]=[CH:18][C:17]([O:20][CH2:21][CH3:22])=[N:16][N:15]3[CH:23]=2)[CH:5]=[CH:6][C:7]=1[C:8]([F:11])([F:10])[F:9].[Br-].[N:25]1[CH:30]=[CH:29][CH:28]=[CH:27][C:26]=1[Zn+]>C1COCC1.C1C=CC(P(C2C=CC=CC=2)[C-]2C=CC=C2)=CC=1.C1C=CC(P(C2C=CC=CC=2)[C-]2C=CC=C2)=CC=1.Cl[Pd]Cl.[Fe+2]>[CH2:21]([O:20][C:17]1[CH:18]=[CH:19][C:14]2[N:15]([CH:23]=[C:12]([C:4]3[CH:5]=[CH:6][C:7]([C:8]([F:11])([F:10])[F:9])=[C:2]([C:26]4[CH:27]=[CH:28][CH:29]=[CH:30][N:25]=4)[CH:3]=3)[N:13]=2)[N:16]=1)[CH3:22] |f:1.2,4.5.6.7|. Procedure: To a solution of 2-(3-bromo-4-(trifluoromethyl)phenyl)-6-ethoxyimidazo[1,2-b]pyridazine (0.025 g, 0.0647 mmol) in THF (0.647 mL) containing pyridin-2-ylzinc(II) bromide (0.323 mmol) is added Pd(dppf)Cl2 (0.0194 mmol). The mixture is heated at 60° C. for 12 hours, then cooled, quenched with sat. aqueous NaHCO3 (1 mL) and extracted with CH2Cl2 (3×3 mL). Organic layer is collected and concentrated to dryness. The crude product is purified via preparative TLC using CH2Cl2:EtOAc:methanol (1:1:0.1) to...